Dataset: the Open Reaction Database (ORD), a public repository of structured organic reaction records. Task: describe an organic reaction: reactants, conditions, products, and yield The reactants are FC1=CC(=C(C=C1)[N+](=O)[O-])O[C@@H]1CC[C@@H](CC1)O (4-Fluoro-2-(cis-4-hydroxycyclohexyloxy)-nitrobenzene), [H][H] (hydrogen). The reagents and catalysts are [Pd] (palladium on charcoal). Solvent: CO (methanol). Product: FC1=CC(=C(N)C=C1)O[C@@H]1CC[C@@H](CC1)O (4-Fluoro-2-(cis-4-Hydroxycyclohexyloxy)-anilin), pure oil. The yield is 95.0%. As a reaction SMILES: [F:1][C:2]1[CH:7]=[CH:6][C:5]([N+:8]([O-])=O)=[C:4]([O:11][C@H:12]2[CH2:17][CH2:16][C@@H:15]([OH:18])[CH2:14][CH2:13]2)[CH:3]=1.[H][H]>CO.[Pd]>[F:1][C:2]1[CH:7]=[CH:6][C:5]([NH2:8])=[C:4]([O:11][C@H:12]2[CH2:13][CH2:14][C@@H:15]([OH:18])[CH2:16][CH2:17]2)[CH:3]=1. Procedure details: 4-Fluoro-2-(cis-4-hydroxycyclohexyloxy)-nitrobenzene (2.00 g) in methanol (15.0 ml) was hydrogenated under 50 psi hydrogen using palladium on charcoal (5%) as catalyst (300 mg) at RT for 2 h. The catalyst was filtered off; the solvent was removed in vacuo to yield the desired product as 95% pure oil. Reactants: C(CCC)C1=NC=2C(=NC=CC2C)N1CC1=CC=C(C=C1)N1C(=CC(=C1)C(=O)OCC)C1=NN=NN1C(C1=CC=CC=C1)(C1=CC=CC=C1)C1=CC=CC=C1 (2-butyl-3-[4-[4-ethoxycarbonyl-2-(1-trityl-1H-tetrazol-5-yl)-1-pyrrolyl]benzyl]-7-methyl-3H-imidazo[4,5-b]pyridine), Cl (hydrochloric acid). The solvent is CO (methanol). Run at time 2 hour. Yields the product C(CCC)C1=NC=2C(=NC=CC2C)N1CC1=CC=C(C=C1)N1C(=CC(=C1)C(=O)OCC)C1=NN=NN1 (2-butyl-3-[4-[4-ethoxycarbonyl-2-(1H-tetrazol-5-yl)-1-pyrrolyl]benzyl]-7-methyl-3H-imidazo[4,5-b]pyridine). Yield: 69.1%. Reaction SMILES: [CH2:1]([C:5]1[N:14]([CH2:15][C:16]2[CH:21]=[CH:20][C:19]([N:22]3[CH:26]=[C:25]([C:27]([O:29][CH2:30][CH3:31])=[O:28])[CH:24]=[C:23]3[C:32]3[N:36](C(C4C=CC=CC=4)(C4C=CC=CC=4)C4C=CC=CC=4)[N:35]=[N:34][N:33]=3)=[CH:18][CH:17]=2)[C:8]2=[N:9][CH:10]=[CH:11][C:12]([CH3:13])=[C:7]2[N:6]=1)[CH2:2][CH2:3][CH3:4].Cl>CO>[CH2:1]([C:5]1[N:14]([CH2:15][C:16]2[CH:17]=[CH:18][C:19]([N:22]3[CH:26]=[C:25]([C:27]([O:29][CH2:30][CH3:31])=[O:28])[CH:24]=[C:23]3[C:32]3[NH:36][N:35]=[N:34][N:33]=3)=[CH:20][CH:21]=2)[C:8]2=[N:9][CH:10]=[CH:11][C:12]([CH3:13])=[C:7]2[N:6]=1)[CH2:2][CH2:3][CH3:4]. Procedure: A mixture of 2-butyl-3-[4-[4-ethoxycarbonyl-2-(1-trityl-1H-tetrazol-5-yl)-1-pyrrolyl]benzyl]-7-methyl-3H-imidazo[4,5-b]pyridine (115 mg), conc. hydrochloric acid (0.25 ml) and methanol (20 ml) was stirred for 2 hours and concentrated under reduced pressure. The residue was purified by preparative thin layer chromatography to give 2-butyl-3-[4-[4-ethoxycarbonyl-2-(1H-tetrazol-5-yl)-1-pyrrolyl]benzyl]-7-methyl-3H-imidazo[4,5-b]pyridine (53 mg) as a colorless viscous oil.